From a dataset of the Open Reaction Database (ORD), a public repository of structured organic reaction records. describe an organic reaction: reactants, conditions, products, and yield Reactants: FC(OC1CC(C1)C(=O)OCC)(F)F (Ethyl 3-(trifluoromethoxy)cyclobutanecarboxylate), [OH-].[Na+] (NaOH). The solvent is C1CCOC1 (THF), O (water). Reaction conditions: temperature 60 celsius, time 4 hour. Product: FC(OC1CC(C1)C(=O)O)(F)F (3-(Trifluoromethoxy)cyclobutanecarboxylic acid). The yield is 34.7%. Reaction SMILES: [F:1][C:2]([F:14])([F:13])[O:3][CH:4]1[CH2:7][CH:6]([C:8]([O:10]CC)=[O:9])[CH2:5]1.[OH-].[Na+]>C1COCC1.O>[F:1][C:2]([F:13])([F:14])[O:3][CH:4]1[CH2:7][CH:6]([C:8]([OH:10])=[O:9])[CH2:5]1 |f:1.2|. Reported procedure: To a stirred solution of Intermediate 212B (0.10 g, 0.47 mmol) in THF (5 mL) was added NaOH (0.038 g, 0.943 mmol) in water (1 mL) and the mixture was allowed to stir at 60° C. for 4 h. The reaction mixture was quenched with a 1.5 N aqueous solution of HCl and extracted with EtOAc (2×20 mL) The combined organic layers were dried over Na2SO4, filtered and the filtrate evaporated to afford Intermediate 212C as a light brown liquid (30 mg, 35% yield). 1H NMR (300 MHz, DMSO-d6) δ ppm 12.01-12.03 (bs,... Reactants: BrC(C(=O)C1=CC2=C(S1)C=CC=C2Cl)C (2-bromo-1-(4-chlorobenzo[b]thiophen-2-yl)propan-1-one), N1C(NCC1)=S (2-imidazolidinethione), C(C)O (ethanol). The solvent is ice water, C(C)(=O)O (Acetic acid). Yields the product Br.ClC1=CC=CC=2SC(=CC21)C=2N1C(SC2C)=NCC1 (3-(4-chlorobenzo[b]thiophen-2-yl)-2-methyl-5,6-dihydroimidazo[2,1-b]thiazole hydrobromide). Isolated yield 69.3%. Reaction SMILES: [Br:1][CH:2]([CH3:15])[C:3]([C:5]1[S:9][C:8]2[CH:10]=[CH:11][CH:12]=[C:13]([Cl:14])[C:7]=2[CH:6]=1)=O.[NH:16]1[CH2:20][CH2:19][NH:18][C:17]1=[S:21].C(O)C>C(O)(=O)C>[BrH:1].[Cl:14][C:13]1[C:7]2[CH:6]=[C:5]([C:3]3[N:18]4[CH2:19][CH2:20][N:16]=[C:17]4[S:21][C:2]=3[CH3:15])[S:9][C:8]=2[CH:10]=[CH:11][CH:12]=1 |f:4.5|. Procedure details: A mixture of 2-bromo-1-(4-chlorobenzo[b]thiophen-2-yl)propan-1-one (0.74 g), 2-imidazolidinethione (0.19 g) and ethanol (15 ml) was heated under reflux for 20 minutes. Acetic acid (7 ml) was added and the mixture was heated under reflux for 17 hours then cooled in ice-water. The resulting solid was collected by filtration and dried in vacuo at 60° C. to give 3-(4-chlorobenzo[b]thiophen-2-yl)-2-methyl-5,6-dihydroimidazo[2,1-b]thiazole hydrobromide (0.5 g) as a white solid, m.p. 246-248° C.